From a dataset of the Open Reaction Database (ORD), a public repository of structured organic reaction records. describe an organic reaction: reactants, conditions, products, and yield Reported procedure: To a solution of compound B (820 mg, 3 mmol) in dimethyl formamide (10 mL) were added EDCI (700 mg, 3.6 mmol), HOBt (460 mg, 3 mmol), methoxylamine hydrochloride (370 mg, 3.6 mmol) and triethylamine (0.9 mL). After stirring for 1 h at RT, the mixture was diluted with ethyl acetate and washed with water, dried and concentrated. The solid obtained was dissolved in dichloromethane (2.5 mL) and TFA (2.5 mL) was added. After 2 h, the mixture was concentrated, the residue was dissolved in ethyl acetat... Product: NC=1C(=CC(=C(C(=O)NOC)C1)C)F (5-amino-2-methyl-4-fluoro-N-methoxybenzamide). Reaction conditions: time 1 hour. The reactants are compound B, CCN=C=NCCCN(C)C (EDCI), C=1C=CC2=C(C1)N=NN2O (HOBt), Cl.O(C)N (methoxylamine hydrochloride), CN(C=O)C (dimethyl formamide), C(=O)(C(F)(F)F)O (TFA). RXN SMILES: CCN=C=NCCCN(C)C.[CH:12]1[CH:13]=[CH:14][C:15]2N(O)N=[N:18][C:16]=2C=1.Cl.[O:23]([NH2:25])[CH3:24].[C:26](O)([C:28]([F:31])(F)F)=O.CN(C)[CH:35]=[O:36]>C(OCC)(=O)C.ClCCl.C(N(CC)CC)C>[NH2:18][C:16]1[C:28]([F:31])=[CH:26][C:13]([CH3:12])=[C:14]([CH:15]=1)[C:35]([NH:25][O:23][CH3:24])=[O:36] |f:2.3|. The solvent is ClCCl (dichloromethane), C(C)N(CC)CC (triethylamine), C(C)(=O)OCC (ethyl acetate). Reactants: FC(C(=O)O)(F)F.ClC1=CC=C2C(=C1)NC(C21C(NC(C1C1=C(C(=CC=C1)Cl)F)C(=O)O)CC(C)(C)C)=O (rac-(2′S,3′R,4′S,5′R)-6-chloro-4′-(3-chloro-2-fluoro-phenyl)-2′-(2,2-dimethyl-propyl)-2-oxo-1,2-dihydro-spiro[indole-3,3′-pyrrolidine]-5′-carboxylic acid trifluoroacetic acid), NC1=C(C=C(C=C1)C(C)=O)OC (1-(4-amino-3-methoxyphenyl)ethanone), C(C)(C)N(CC)C(C)C (diisopropylethylamine), C1(=CC=CC=C1)P(=O)(C1=CC=CC=C1)Cl (diphenylphosphinic chloride). Yields the product C(C)(=O)C1=CC(=C(C=C1)NC(=O)C1C(C2(C(N1)CC(C)(C)C)C(NC1=CC(=CC=C12)Cl)=O)C1=C(C(=CC=C1)Cl)F)OC (rac-(2′S,3′R,4′S,5′R)-6-chloro-4′-(3-chloro-2-fluoro-phenyl)-2′-(2,2-dimethyl-propyl)-2-oxo-1,2-dihydro-spiro[indole-3,3′-pyrrolidine]-5′-carboxylic acid (4-acetyl-2-methoxy-phenyl)-amide). The yield is 37.2%. As a reaction SMILES: FC(F)(F)C(O)=O.[Cl:8][C:9]1[CH:14]=[C:13]2[NH:15][C:16](=[O:38])[C:17]3([CH:21]([C:22]4[CH:27]=[CH:26][CH:25]=[C:24]([Cl:28])[C:23]=4[F:29])[CH:20]([C:30](O)=[O:31])[NH:19][CH:18]3[CH2:33][C:34]([CH3:37])([CH3:36])[CH3:35])[C:12]2=[CH:11][CH:10]=1.C(N(C(C)C)CC)(C)C.C1(P(Cl)(C2C=CC=CC=2)=O)C=CC=CC=1.[NH2:63][C:64]1[CH:69]=[CH:68][C:67]([C:70](=[O:72])[CH3:71])=[CH:66][C:65]=1[O:73][CH3:74]>>[C:70]([C:67]1[CH:68]=[CH:69][C:64]([NH:63][C:30]([CH:20]2[NH:19][CH:18]([CH2:33][C:34]([CH3:37])([CH3:36])[CH3:35])[C:17]3([C:12]4[C:13](=[CH:14][C:9]([Cl:8])=[CH:10][CH:11]=4)[NH:15][C:16]3=[O:38])[CH:21]2[C:22]2[CH:27]=[CH:26][CH:25]=[C:24]([Cl:28])[C:23]=2[F:29])=[O:31])=[C:65]([O:73][CH3:74])[CH:66]=1)(=[O:72])[CH3:71] |f:0.1|. Reported procedure: In a manner similar to the method described in Example 5, rac-(2′S,3′R,4′S,5′R)-6-chloro-4′-(3-chloro-2-fluoro-phenyl)-2′-(2,2-dimethyl-propyl)-2-oxo-1,2-dihydro-spiro[indole-3,3′-pyrrolidine]-5′-carboxylic acid trifluoroacetic acid prepared in Example 4 (0.25 g, 0.43 mmol), was reacted with diisopropylethylamine (0.29 g, 2.2 mmol), diphenylphosphinic chloride (0.21 g, 0.89 mmol), then reacted with 1-(4-amino-3-methoxyphenyl)ethanone (Bionet) (0.11 g, 0.67 mmol) to give rac-(2′S,3′R,4′S,5′R)-6-c...